This data is from the Open Reaction Database (ORD), a public repository of structured organic reaction records. The task is: describe an organic reaction: reactants, conditions, products, and yield Starting materials: CC1(C)OC(=O)c2c(cccc2OS(=O)(=O)C(F)(F)F)O1, CN(C)C=O, [K+], [K+], [K+], O, O=P([O-])([O-])[O-], O=P(O)(O)O, CC(C)OB(OC(C)C)c1ccccc1. The product is CC1(C)OC(=O)c2c(cccc2-c2ccccc2)O1. Reaction SMILES: [CH3:1][C:2]1([CH3:21])[O:3][C:4](=[O:20])[c:5]2[c:6]([cH:8][cH:9][cH:10][c:11]2[O:12][S:13]([C:14]([F:15])([F:16])[F:17])(=[O:18])=[O:19])[O:7]1.[CH3:50][N:51]([CH3:52])[CH:53]=[O:54].[K+:27].[K+:28].[K+:29].[OH2:55].[P:22]([O-:23])([O-:24])([O-:25])=[O:26].[P:45](=[O:46])([OH:47])([OH:48])[OH:49].[c:30]1([B:36]([O:37][CH:38]([CH3:39])[CH3:40])[O:41][CH:42]([CH3:43])[CH3:44])[cH:31][cH:32][cH:33][cH:34][cH:35]1>>[CH3:1][C:2]1([CH3:21])[O:3][C:4](=[O:20])[c:5]2[c:6]([cH:8][cH:9][cH:10][c:11]2-[c:30]2[cH:31][cH:32][cH:33][cH:34][cH:35]2)[O:7]1. Starting materials: [BH4-], CC(C)(C)OC(=O)NN=C1CCN(C(=O)OC(C)(C)C)CC1, C1CCOC1, O. Yields the product CC(C)(C)OC(=O)NNC1CCN(C(=O)OC(C)(C)C)CC1. RXN SMILES: [BH4-:1].[C:2]([CH3:3])([CH3:4])([CH3:5])[O:6][C:7](=[O:8])[N:9]1[CH2:10][CH2:11][C:12](=[N:15][NH:16][C:17](=[O:18])[O:19][C:20]([CH3:21])([CH3:22])[CH3:23])[CH2:13][CH2:14]1.[O:25]1[CH2:26][CH2:27][CH2:28][CH2:29]1.[OH2:24]>>[C:2]([CH3:3])([CH3:4])([CH3:5])[O:6][C:7](=[O:8])[N:9]1[CH2:10][CH2:11][CH:12]([NH:15][NH:16][C:17](=[O:18])[O:19][C:20]([CH3:21])([CH3:22])[CH3:23])[CH2:13][CH2:14]1. Reactants: [OH-].[Na+] (sodium hydroxide), CN(CCN1C(=C(C2=CC=CC=C12)C(C1=CC=CC=C1)C1=CC=CC=C1)C(=O)OCC)C (Ethyl 1-(2-dimethylaminoethyl)-3-(diphenylmethyl)indole-2-carboxylate), [OH-].[Na+] (sodium hydroxide). The solvent is C(C)O (ethanol). Reaction conditions: time 4 hour. Product: CN(CCN1C(=C(C2=CC=CC=C12)C(C1=CC=CC=C1)C1=CC=CC=C1)C(=O)O)C (1-(2-Dimethylaminoethyl)-3-(diphenylmethyl)indole-2-carboxylic acid). Yield: 86.7%. Reaction SMILES: [CH3:1][N:2]([CH3:32])[CH2:3][CH2:4][N:5]1[C:13]2[C:8](=[CH:9][CH:10]=[CH:11][CH:12]=2)[C:7]([CH:14]([C:21]2[CH:26]=[CH:25][CH:24]=[CH:23][CH:22]=2)[C:15]2[CH:20]=[CH:19][CH:18]=[CH:17][CH:16]=2)=[C:6]1[C:27]([O:29]CC)=[O:28].[OH-].[Na+]>C(O)C>[CH3:32][N:2]([CH3:1])[CH2:3][CH2:4][N:5]1[C:13]2[C:8](=[CH:9][CH:10]=[CH:11][CH:12]=2)[C:7]([CH:14]([C:21]2[CH:22]=[CH:23][CH:24]=[CH:25][CH:26]=2)[C:15]2[CH:16]=[CH:17][CH:18]=[CH:19][CH:20]=2)=[C:6]1[C:27]([OH:29])=[O:28] |f:1.2|. Procedure: Compound 92 (7.0 g, 16.5 mmol) obtained in Example 92 was dissolved in ethanol (50 ml), and a 2N aqueous sodium hydroxide solution (25 ml) was added thereto, followed by heating under reflux. After 4 hours, a 2N aqueous sodium hydroxide solution (10 ml) was added thereto, followed by heating under reflux for one hour. The reaction solution was concentrated under reduced pressure, water was added, and the pH of the solution was adjusted to 5. A little amount of chloroform was added to the mixture... Reactants: O=CC1=CC=CC(=C1)C. Reagents/catalysts: O1B(OC(C)(C)C1(C)C)B2OC(C)(C)C(O2)(C)C, O1BOC(C)(C)C1(C)C, N1=CC=CC2=CC=CC(N)=C12, NC(C)(C)C, C[OH2+].C[OH2+].C1CC=CCCC=C1.C1CC=CCCC=C1.[Ir].[Ir]. The solvent is O1CCCC1. Run at temperature 90 celsius, time 12 hour. Yields the product O=CC1=CC(=CC=C1B2OC(C)(C)C(O2)(C)C)C. Yield: 81.0%. The product is C(#N)C(C)(C)C=1C=C(C#N)C=C(C1)CN1N=CN=C1 (3-(1-cyano-1-methylethyl)-5-(1H-1,2,4-triazol-1-ylmethyl)benzonitrile). The reactants are C(O)([O-])=O.[Na+] (sodium hydrogen carbonate), C(#N)C(C)(C)C=1C=C(C(=O)N)C=C(C1)CN1N=CN=C1 (3-(1-cyano-1-methylethyl)-5-(1H-1,2,4-triazol-1-ylmethyl) benzamide), N1=CC=CC=C1 (pyridine), FC(C(=O)OC(C(F)(F)F)=O)(F)F (trifluoroacetic anhydride). Procedure: A mixture of the product from Example 22 (0.41 g), pyridine (0.25 ml) and 1,4-dioxan (5 ml) was stirred while trifluoroacetic anhydride (0.24 ml) was added dropwise The resulting solution was kept at room temperature for 18 h, diluted with water (10 ml), made basic with sodium hydrogen carbonate and extracted three times with ethyl acetate. The extracts were combined, dried and evaporated to dryness, and the residue was purified by flash column chromatography, eluting with methanol:chloroform (3... RXN SMILES: [C:1]([C:3]([C:6]1[CH:7]=[C:8]([CH:12]=[C:13]([CH2:15][N:16]2[CH:20]=[N:19][CH:18]=[N:17]2)[CH:14]=1)[C:9]([NH2:11])=O)([CH3:5])[CH3:4])#[N:2].N1C=CC=CC=1.FC(F)(F)C(OC(=O)C(F)(F)F)=O.C(=O)([O-])O.[Na+]>O.O1CCOCC1>[C:1]([C:3]([C:6]1[CH:7]=[C:8]([CH:12]=[C:13]([CH2:15][N:16]2[CH:20]=[N:19][CH:18]=[N:17]2)[CH:14]=1)[C:9]#[N:11])([CH3:5])[CH3:4])#[N:2] |f:3.4|. Reaction conditions: time 18 hour. Run in O (water), O1CCOCC1 (1,4-dioxan).